Dataset: the Open Reaction Database (ORD), a public repository of structured organic reaction records. Task: describe an organic reaction: reactants, conditions, products, and yield The reactants are CCc1nc2c(cnn2CC)c(NC2CCOCC2)c1CNC(=O)c1cccc(NC(=O)CCCCCCCBr)c1, CNCCO, CN(C)C=O, CCN(C(C)C)C(C)C. Product: CCc1nc2c(cnn2CC)c(NC2CCOCC2)c1CNC(=O)c1cccc(NC(=O)CCCCCCCN(C)CCO)c1. As a reaction SMILES: [Br:1][CH2:2][CH2:3][CH2:4][CH2:5][CH2:6][CH2:7][CH2:8][C:9](=[O:10])[NH:11][c:12]1[cH:13][c:14]([C:15](=[O:16])[NH:17][CH2:18][c:19]2[c:20]([NH:32][CH:33]3[CH2:34][CH2:35][O:36][CH2:37][CH2:38]3)[c:21]3[c:22]([n:23][c:24]2[CH2:25][CH3:26])[n:27]([CH2:30][CH3:31])[n:28][cH:29]3)[cH:39][cH:40][cH:41]1.[CH3:42][NH:43][CH2:44][CH2:45][OH:46].[CH3:56][N:57]([CH3:58])[CH:59]=[O:60].[CH:47]([N:48]([CH2:49][CH3:50])[CH:51]([CH3:52])[CH3:53])([CH3:54])[CH3:55]>>[CH2:2]([CH2:3][CH2:4][CH2:5][CH2:6][CH2:7][CH2:8][C:9](=[O:10])[NH:11][c:12]1[cH:13][c:14]([C:15](=[O:16])[NH:17][CH2:18][c:19]2[c:20]([NH:32][CH:33]3[CH2:34][CH2:35][O:36][CH2:37][CH2:38]3)[c:21]3[c:22]([n:23][c:24]2[CH2:25][CH3:26])[n:27]([CH2:30][CH3:31])[n:28][cH:29]3)[cH:39][cH:40][cH:41]1)[N:43]([CH3:42])[CH2:44][CH2:45][OH:46]. The reactants are C=CCCCCCCCCCCCCCCCCCC (eicosene), C1(\C=C/C(=O)O1)=O (maleic anhydride), C(C)(C)(C)C=1C=C(CC2=C(C(=C(C(=C2C)CC2=CC(=C(C(=C2)C(C)(C)C)O)C(C)(C)C)C)CC2=CC(=C(C(=C2)C(C)(C)C)O)C(C)(C)C)C)C=C(C1O)C(C)(C)C (tri-(3,5-di-tert-butyl-4-hydroxybenzyl)mesitylene), C1(\C=C/C(=O)O1)=O (maleic anhydride). Solvent: CCCCCCC (heptane). Conditions: temperature 210 celsius. Yields the product C(=CCCCCCCCCCCCCCCCCCC)C1C(=O)OC(C1)=O (eicosenyl succinic anhydride). RXN SMILES: [CH2:1]=[CH:2][CH2:3][CH2:4][CH2:5][CH2:6][CH2:7][CH2:8][CH2:9][CH2:10][CH2:11][CH2:12][CH2:13][CH2:14][CH2:15][CH2:16][CH2:17][CH2:18][CH2:19][CH3:20].C(C1C=C(C=C(C(C)(C)C)C=1O)CC1C(C)=C(CC2C=C(C(C)(C)C)C(O)=C(C(C)(C)C)C=2)C(C)=C(CC2C=C(C(C)(C)C)C(O)=C(C(C)(C)C)C=2)C=1C)(C)(C)C.[C:78]1(=[O:84])[O:83][C:81](=[O:82])[CH:80]=[CH:79]1>CCCCCCC>[CH:1]([CH:79]1[CH2:80][C:81](=[O:82])[O:83][C:78]1=[O:84])=[CH:2][CH2:3][CH2:4][CH2:5][CH2:6][CH2:7][CH2:8][CH2:9][CH2:10][CH2:11][CH2:12][CH2:13][CH2:14][CH2:15][CH2:16][CH2:17][CH2:18][CH2:19][CH3:20]. Procedure details: In a separate reaction vessel was placed 560 grams of the above isomerized eicosene and 200 ml heptane. The 3.1 grams of tri-(3,5-di-tert-butyl-4-hydroxybenzyl)mesitylene stabilizer was added and the mixture heated to 210° C. Over a 2.5-hour period, 156.8 grams of maleic anhydride was added at about 225° C. Following this unreacted maleic anhydride was distilled out under vacuum at 210° C. leaving isomerized eicosenyl succinic anhydride. Starting materials: CC=1C=CC(=CC1)S(=O)(=O)O (PTSA), CC=1C=CC(=CC1)S(=O)(=O)O (PTSA), C(C)OC(=O)C=1C=CC(=C2C1CC(O2)O)F (7-fluoro-2-hydroxy-2,3-dihydro-benzofuran-4-carboxylic acid ethyl ester), C(C)OC(=O)C=1C=CC(=C2C1CC(O2)OC)F (7-fluoro-2-methoxy-2,3-dihydro-benzofuran-4-carboxylic acid ethyl ester). The solvent is C1(=CC=CC=C1)C (toluene), C1(=CC=CC=C1)C (toluene). Reaction conditions: time 5 hour. The product is C(C)OC(=O)C=1C=CC(=C2C1C=CO2)F (7-fluoro-benzofuran-4-carboxylic Acid Ethyl Ester). As a reaction SMILES: [CH2:1]([O:3][C:4]([C:6]1[CH:7]=[CH:8][C:9]([F:16])=[C:10]2[O:14][CH:13](O)[CH2:12][C:11]=12)=[O:5])[CH3:2].C(OC(C1C=CC(F)=C2OC(OC)CC=12)=O)C.CC1C=CC(S(O)(=O)=O)=CC=1>C1(C)C=CC=CC=1>[CH2:1]([O:3][C:4]([C:6]1[CH:7]=[CH:8][C:9]([F:16])=[C:10]2[O:14][CH:13]=[CH:12][C:11]=12)=[O:5])[CH3:2]. Procedure details: A mixture of 7-fluoro-2-hydroxy-2,3-dihydro-benzofuran-4-carboxylic acid ethyl ester and 7-fluoro-2-methoxy-2,3-dihydro-benzofuran-4-carboxylic acid ethyl ester (1.15 g, see above) in toluene (6.0 mL) is added dropwise to a solution of PTSA (0.25 mmol) in toluene (5.0 mL) which is heated to reflux. Heating is continued for 5 h, an additional portion of PTSA (0.25 mmol) is added and the mixture is again heated to reflux for 7 h. The solvents are removed in vacuo and the residue is purified by FC ... Reactants: ClC1=CC(=CC=C1)C(=O)OO (m-chloroperbenzoic acid), C(C)SC1=CC=C(C(=N1)C(F)(F)F)C(=O)OCC (ethyl 6-ethylthio-2-trifluoromethylpyridin-3-ylcarboxylate). The solvent is C(Cl)Cl (methylene chloride). The product is C(C)S(=O)C1=CC=C(C(=N1)C(F)(F)F)C(=O)OCC (ethyl 6-ethylsulfinyl-2-trifluoromethylpyridin-3-ylcarboxylate). RXN SMILES: ClC1C=CC=C(C(OO)=[O:9])C=1.[CH2:12]([S:14][C:15]1[N:20]=[C:19]([C:21]([F:24])([F:23])[F:22])[C:18]([C:25]([O:27][CH2:28][CH3:29])=[O:26])=[CH:17][CH:16]=1)[CH3:13]>C(Cl)Cl>[CH2:12]([S:14]([C:15]1[N:20]=[C:19]([C:21]([F:24])([F:22])[F:23])[C:18]([C:25]([O:27][CH2:28][CH3:29])=[O:26])=[CH:17][CH:16]=1)=[O:9])[CH3:13]. Procedure details: Under an atmosphere of nitrogen and with stirring and cooling, a solution of 2.5 g of m-chloroperbenzoic acid in 40 ml of methylene chloride is added dropwise at a temperature of −20° C. to a solution of 2.8 g of ethyl 6-ethylthio-2-trifluoromethylpyridin-3-ylcarboxylate, which had been charged initially, and the mixture is stirred at a temperature of +5° C. for 20 hours. The mixture is then evaporated gently and purified over silica gel (hexanelethyl acetate 7:3). This gives 2.48 g (84%) of 6-e... The reactants are OCCCO, COCCOC, [Na+], [Na+], O=C([O-])[O-], c1ccc(P(c2ccccc2)(c2ccccc2)[Pd](P(c2ccccc2)(c2ccccc2)c2ccccc2)(P(c2ccccc2)(c2ccccc2)c2ccccc2)P(c2ccccc2)(c2ccccc2)c2ccccc2)cc1, Fc1ccc(Br)cc1-c1nc(-c2ccccn2)no1, OB(O)c1cccnc1. Yields the product Fc1ccc(-c2cccnc2)cc1-c1nc(-c2ccccn2)no1. As a reaction SMILES: [CH2:20]([OH:21])[CH2:22][CH2:23][OH:24].[CH3:117][O:118][CH2:119][CH2:120][O:121][CH3:122].[Na+:34].[Na+:35].[O-:36][C:37](=[O:38])[O-:39].[cH:40]1[cH:41][cH:42][c:43]([P:44]([Pd:45]([P:46]([c:47]2[cH:48][cH:49][cH:50][cH:51][cH:52]2)([c:53]2[cH:54][cH:55][cH:56][cH:57][cH:58]2)[c:59]2[cH:60][cH:61][cH:62][cH:63][cH:64]2)([P:65]([c:66]2[cH:67][cH:68][cH:69][cH:70][cH:71]2)([c:72]2[cH:73][cH:74][cH:75][cH:76][cH:77]2)[c:78]2[cH:79][cH:80][cH:81][cH:82][cH:83]2)[P:84]([c:85]2[cH:86][cH:87][cH:88][cH:89][cH:90]2)([c:91]2[cH:92][cH:93][cH:94][cH:95][cH:96]2)[c:97]2[cH:98][cH:99][cH:100][cH:101][cH:102]2)([c:103]2[cH:104][cH:105][cH:106][cH:107][cH:108]2)[c:109]2[cH:110][cH:111][cH:112][cH:113][cH:114]2)[cH:115][cH:116]1.[n:1]1[c:2](-[c:7]2[n:8][o:9][c:10](-[c:12]3[c:13]([F:19])[cH:14][cH:15][c:16]([Br:18])[cH:17]3)[n:11]2)[cH:3][cH:4][cH:5][cH:6]1.[n:25]1[cH:26][c:27]([B:31]([OH:32])[OH:33])[cH:28][cH:29][cH:30]1>>[n:1]1[c:2](-[c:7]2[n:8][o:9][c:10](-[c:12]3[c:13]([F:19])[cH:14][cH:15][c:16](-[c:27]4[cH:26][n:25][cH:30][cH:29][cH:28]4)[cH:17]3)[n:11]2)[cH:3][cH:4][cH:5][cH:6]1. Starting materials: N1(CCNCC1)C=1C=C2CCC(NC2=CC1)=O (6-(1-Piperazinyl)-3,4-dihydrocarbostyril), N1=CC=CC=C1 (pyridine), CN(C)C=O (DMF), CN(C)C=O (DMF), [N+](=O)([O-])C1=CC=C(C(=O)Cl)C=C1 (4-nitrobenzoyl chloride). The solvent is O (water). Yields the product [N+](=O)([O-])C1=CC=C(C(=O)N2CCN(CC2)C=2C=C3CCC(NC3=CC2)=O)C=C1 (6-[4-(4-nitrobenzoyl)-1-piperazinyl]-3,4-dihydrocarbostyril). Isolated yield 56.1%. Reaction SMILES: [N:1]1([C:7]2[CH:8]=[C:9]3[C:14](=[CH:15][CH:16]=2)[NH:13][C:12](=[O:17])[CH2:11][CH2:10]3)[CH2:6][CH2:5][NH:4][CH2:3][CH2:2]1.N1C=CC=CC=1.CN(C=O)C.[N+:29]([C:32]1[CH:40]=[CH:39][C:35]([C:36](Cl)=[O:37])=[CH:34][CH:33]=1)([O-:31])=[O:30]>O>[N+:29]([C:32]1[CH:33]=[CH:34][C:35]([C:36]([N:4]2[CH2:5][CH2:6][N:1]([C:7]3[CH:8]=[C:9]4[C:14](=[CH:15][CH:16]=3)[NH:13][C:12](=[O:17])[CH2:11][CH2:10]4)[CH2:2][CH2:3]2)=[O:37])=[CH:39][CH:40]=1)([O-:31])=[O:30]. Reported procedure: 6-(1-Piperazinyl)-3,4-dihydrocarbostyril (2.6 g) and 2 ml of pyridine were added to 40 ml of DMF. The mixture was stirred at room temperature while slowly adding dropwise 10 ml of DMF solution containing 2.7 g of 4-nitrobenzoyl chloride. After completion of addition, the reaction mixture was stirred at the same temperature for 30 minutes. The reaction mixture was poured into a large amount of water and extracted with chloroform. The extract was washed with sodium hydrogencarbonate solution and s... The reactants are FC(OC=1C=C2C(=NN(C2=CC1)C)C=1N=C2C(=NC1)N(C=C2C(=O)NC2(CCOCC2)CO)COCC[Si](C)(C)C)F (2-(5-(difluoromethoxy)-1-methyl-1H-indazol-3-yl)-N-(4-(hydroxymethyl)tetrahydro-2H-pyran-4-yl)-5-((2-(trimethylsilyl)ethoxy)methyl)-5H-pyrrolo[2,3-b]pyrazine-7-carboxamide), [F-].[Cs+] (CsF), C1COCCOCCOCCOCCOCCO1 (18-crown-6). Run in C(C)#N (acetonitrile), ClCCl (dichloromethane). Yields the product FC(OC=1C=C2C(=NN(C2=CC1)C)C=1N=C2C(=NC1)NC=C2C(=O)NC2(CCOCC2)CO)F (2-(5-(difluoromethoxy)-1-methyl-1H-indazol-3-yl)-N-(4-(hydroxymethyl)tetrahydro-2H-pyran-4-yl)-5H-pyrrolo[2,3-b]pyrazine-7-carboxamide). Yield: 51.1%. As a reaction SMILES: [F:1][CH:2]([F:42])[O:3][C:4]1[CH:5]=[C:6]2[C:10](=[CH:11][CH:12]=1)[N:9]([CH3:13])[N:8]=[C:7]2[C:14]1[N:15]=[C:16]2[C:22]([C:23]([NH:25][C:26]3([CH2:32][OH:33])[CH2:31][CH2:30][O:29][CH2:28][CH2:27]3)=[O:24])=[CH:21][N:20](COCC[Si](C)(C)C)[C:17]2=[N:18][CH:19]=1.[F-].[Cs+].C1OCCOCCOCCOCCOCCOC1>C(#N)C.ClCCl>[F:42][CH:2]([F:1])[O:3][C:4]1[CH:5]=[C:6]2[C:10](=[CH:11][CH:12]=1)[N:9]([CH3:13])[N:8]=[C:7]2[C:14]1[N:15]=[C:16]2[C:22]([C:23]([NH:25][C:26]3([CH2:32][OH:33])[CH2:27][CH2:28][O:29][CH2:30][CH2:31]3)=[O:24])=[CH:21][NH:20][C:17]2=[N:18][CH:19]=1 |f:1.2|. Procedure: To a solution of 2-(5-(difluoromethoxy)-1-methyl-1H-indazol-3-yl)-N-(4-(hydroxymethyl)tetrahydro-2H-pyran-4-yl)-5-((2-(trimethylsilyl)ethoxy)methyl)-5H-pyrrolo[2,3-b]pyrazine-7-carboxamide (40 mg, 66.4 μmol) in acetonitrile (6 mL) was added CsF (50.4 mg, 332 μmol, Eq: 5.00) and 18-crown-6 (17.5 mg, 66.4 μmol), the reaction mixture was heated to reflux for 72 h, then diluted with dichloromethane (20 mL), filtered over celite and concentrated. The residue was dissolved in dichloromethane and purif... Starting materials: C(C)OC(=O)C=1C(=NC=2CCCCC2C1)C (5,6,7,8-tetrahydro-2-methyl-3-quinolinecarboxylic acid ethyl ester), [OH-].[Na+] (sodium hydroxide). The solvent is CO (methanol). The product is CC1=NC=2CCCCC2C=C1C(=O)O (5,6,7,8-tetrahydro-2-methyl-3-quinolinecarboxylic acid). Reaction SMILES: C([O:3][C:4]([C:6]1[C:7]([CH3:16])=[N:8][C:9]2[CH2:10][CH2:11][CH2:12][CH2:13][C:14]=2[CH:15]=1)=[O:5])C.[OH-].[Na+]>CO>[CH3:16][C:7]1[C:6]([C:4]([OH:5])=[O:3])=[CH:15][C:14]2[CH2:13][CH2:12][CH2:11][CH2:10][C:9]=2[N:8]=1 |f:1.2|. Reported procedure: A solution of 5,6,7,8-tetrahydro-2-methyl-3-quinolinecarboxylic acid ethyl ester (1.6 g) in methanol (25 ml) is treated with N sodium hydroxide (8 ml) and heated at reflux temperature for 4 hours. The solution is concentrated, diluted with water and the solution is extracted with ethyl acetate. The washed extract is dried and evaporated to a viscous residue which crystallizes after trituration with ether. Recrystallization of the product (0.119 g) from methanol-ethyl acetate solution gives pure ...